Dataset: the Open Reaction Database (ORD), a public repository of structured organic reaction records. Task: describe an organic reaction: reactants, conditions, products, and yield Reactants: S1C=CC=2C1=CN=NC2 (thieno[2,3-d]pyridazine), C(C)(=O)[O-].[Na+] (sodium acetate), BrBr (bromine). Solvent: C(C)(=O)O (acetic acid). Run at temperature 90 celsius. Yields the product BrC1=CSC2=CN=NC=C21 (3-bromothieno[2,3-d]pyridazine). Isolated yield 28.5%. As a reaction SMILES: [S:1]1[C:5]2=[CH:6][N:7]=[N:8][CH:9]=[C:4]2[CH:3]=[CH:2]1.C([O-])(=O)C.[Na+].[Br:15]Br>C(O)(=O)C>[Br:15][C:3]1[C:4]2[C:5](=[CH:6][N:7]=[N:8][CH:9]=2)[S:1][CH:2]=1 |f:1.2|. Procedure: A solution of thieno[2,3-d]pyridazine (468.0 mg, 3.437 mmol) and sodium acetate (879.2 mg, 10.50 mmol) in acetic acid (14 mL) was charged with bromine (0.55 mL, 11 mmol) and then irradiated under microwave heating at 90° C. for 3 h. The reaction mixture was concentrated in vacuo. Purification by ISCO chromatography (1 to 15% methanol:dichloromethane) afforded 210.6 mg (27%) of the title compound as a pink solid. 1H NMR (400 MHz, DMSO-d6): δ 9.96 (d, J=1.52 Hz, 1H), 9.53 (d, J=1.52 Hz, 1H), 8.51 ... Starting materials: NC1=CC(NC(N1C1CCCC1)=O)=O (6-amino-1-cyclopentyl-2,4-(1H,3H)-pyrimidinedione), Cl (HCl), N(=O)[O-].[Na+] (NaNO2). Reported procedure: 12.4 g (0.064 mol) of 6-amino-1-cyclopentyl-2,4-(1H,3H)-pyrimidinedione (XIV) was suspended in 200 ml water. To this was added 14 ml of 5N HCl and 4.8 g of NaNO2 (0.07 mol) which was dissolved in water. The reaction mixture was stirred for 1 hour and washed with water. Yield 12.9 g (90%) (XV) NMR. RXN SMILES: [NH2:1][C:2]1[N:7]([CH:8]2[CH2:12][CH2:11][CH2:10][CH2:9]2)[C:6](=[O:13])[NH:5][C:4](=[O:14])[CH:3]=1.Cl.[N:16]([O-])=[O:17].[Na+]>O>[NH2:1][C:2]1[N:7]([CH:8]2[CH2:12][CH2:11][CH2:10][CH2:9]2)[C:6](=[O:13])[NH:5][C:4](=[O:14])[C:3]=1[N:16]=[O:17] |f:2.3|. Solvent: O (water), O (water). The product is NC1=C(C(NC(N1C1CCCC1)=O)=O)N=O (6-amino-1-cyclopentyl-5-nitroso-2,4-(1H,3H)-pyrimidinedione). Conditions: time 1 hour. The reactants are CCOC(=O)COc1ccc(CCCCNC(=O)OCc2ccccc2)cc1, CO, [H][H]. The product is CCOC(=O)COc1ccc(CCCCN)cc1. Reaction SMILES: [CH2:1]([CH3:2])[O:3][C:4]([CH2:5][O:6][c:7]1[cH:8][cH:9][c:10]([CH2:13][CH2:14][CH2:15][CH2:16][NH:17][C:18]([O:19][CH2:20][c:21]2[cH:22][cH:23][cH:24][cH:25][cH:26]2)=[O:27])[cH:11][cH:12]1)=[O:28].[CH3:31][OH:32].[H:29][H:30]>>[CH2:1]([CH3:2])[O:3][C:4]([CH2:5][O:6][c:7]1[cH:8][cH:9][c:10]([CH2:13][CH2:14][CH2:15][CH2:16][NH2:17])[cH:11][cH:12]1)=[O:28]. The reactants are CCN=C=NCCCN(C)C, CN(C)C=O, O=C(O)CCc1cnoc1-c1ccc(C(F)(F)F)cc1, CCOP(=O)(Cc1ccc(N)cc1)OCC, On1nnc2cccnc21. The product is CCOP(=O)(Cc1ccc(NC(=O)CCc2cnoc2-c2ccc(C(F)(F)F)cc2)cc1)OCC. RXN SMILES: [CH2:47]([N:48]=[C:49]=[N:50][CH2:51][CH2:52][CH2:53][N:54]([CH3:55])[CH3:56])[CH3:57].[CH3:58][N:59]([CH3:60])[CH:61]=[O:62].[F:17][C:18]([c:19]1[cH:20][cH:21][c:22](-[c:25]2[c:26]([CH2:30][CH2:31][C:32](=[O:33])[OH:34])[cH:27][n:28][o:29]2)[cH:23][cH:24]1)([F:35])[F:36].[NH2:1][c:2]1[cH:3][cH:4][c:5]([CH2:6][P:7]([O:8][CH2:9][CH3:10])([O:11][CH2:12][CH3:13])=[O:14])[cH:15][cH:16]1.[OH:37][n:38]1[c:39]2[n:40][cH:41][cH:42][cH:43][c:44]2[n:45][n:46]1>>[NH:1]([c:2]1[cH:3][cH:4][c:5]([CH2:6][P:7]([O:8][CH2:9][CH3:10])([O:11][CH2:12][CH3:13])=[O:14])[cH:15][cH:16]1)[C:32]([CH2:31][CH2:30][c:26]1[c:25](-[c:22]2[cH:21][cH:20][c:19]([C:18]([F:17])([F:35])[F:36])[cH:24][cH:23]2)[o:29][n:28][cH:27]1)=[O:33]. The reactants are CCOC(=O)C1CCNC1, COc1ccccc1C(=O)Cl. Yields the product CCOC(=O)C1CCN(C(=O)c2ccccc2OC)C1. Reaction SMILES: [CH2:1]([CH3:2])[O:3][C:4](=[O:5])[CH:6]1[CH2:7][NH:8][CH2:9][CH2:10]1.[CH3:11][O:12][c:13]1[c:14]([C:15](=[O:16])[Cl:17])[cH:18][cH:19][cH:20][cH:21]1>>[CH2:1]([CH3:2])[O:3][C:4](=[O:5])[CH:6]1[CH2:7][N:8]([C:15]([c:14]2[c:13]([O:12][CH3:11])[cH:21][cH:20][cH:19][cH:18]2)=[O:16])[CH2:9][CH2:10]1. The reactants are Clc1cc2c(NC3CCNCC3)ncnc2s1, N#Cc1ccc(F)c(C=O)c1. Yields the product N#Cc1ccc(F)c(CN2CCC(Nc3ncnc4sc(Cl)cc34)CC2)c1. Reaction SMILES: [Cl:1][c:2]1[cH:3][c:4]2[c:5]([n:6][cH:7][n:8][c:9]2[NH:10][CH:11]2[CH2:12][CH2:13][NH:14][CH2:15][CH2:16]2)[s:17]1.[F:18][c:19]1[c:20]([CH:27]=[O:28])[cH:21][c:22]([C:23]#[N:24])[cH:25][cH:26]1>>[Cl:1][c:2]1[cH:3][c:4]2[c:5]([n:6][cH:7][n:8][c:9]2[NH:10][CH:11]2[CH2:12][CH2:13][N:14]([CH2:27][c:20]3[c:19]([F:18])[cH:26][cH:25][c:22]([C:23]#[N:24])[cH:21]3)[CH2:15][CH2:16]2)[s:17]1. Reactants: ClCCl, CC(C)(C)OC(=O)c1ccc(-c2ccccc2)cc1NC(=O)c1cc(-c2cncnc2)ccc1O, O=C(O)C(F)(F)F. Yields the product O=C(Nc1cc(-c2ccccc2)ccc1C(=O)O)c1cc(-c2cncnc2)ccc1O. As a reaction SMILES: [CH2:36]([Cl:37])[Cl:38].[OH:1][c:2]1[c:3]([C:4](=[O:5])[NH:6][c:7]2[c:8]([C:9](=[O:10])[O:11][C:12]([CH3:13])([CH3:14])[CH3:15])[cH:16][cH:17][c:18](-[c:20]3[cH:21][cH:22][cH:23][cH:24][cH:25]3)[cH:19]2)[cH:26][c:27](-[c:30]2[cH:31][n:32][cH:33][n:34][cH:35]2)[cH:28][cH:29]1.[OH:39][C:40]([C:41]([F:42])([F:43])[F:44])=[O:45]>>[OH:1][c:2]1[c:3]([C:4](=[O:5])[NH:6][c:7]2[c:8]([C:9](=[O:10])[OH:11])[cH:16][cH:17][c:18](-[c:20]3[cH:21][cH:22][cH:23][cH:24][cH:25]3)[cH:19]2)[cH:26][c:27](-[c:30]2[cH:31][n:32][cH:33][n:34][cH:35]2)[cH:28][cH:29]1. The reactants are C (charcoal), FC1=CC=C(C(=O)C2=CC3=C(S2)SC(=C3)C(=O)O)C=C1 (5-(4-Fluorobenzoyl)-thieno[2,3-b]thiophene-2-carboxylic acid), ice, aqueous solution, Cl (hydrogen chloride), O (water), O (water). Reagents/catalysts: [Cu] (copper). Run in N1=CC=CC2=CC=CC=C12 (quinoline). Product: S1C(=CC2=C1SC=C2)C(=O)C2=CC=C(C=C2)F ((4-fluorophenyl) (thieno[2,3-b]thien-2-yl) ketone). Isolated yield 92.5%. Reaction SMILES: [F:1][C:2]1[CH:20]=[CH:19][C:5]([C:6]([C:8]2[S:12][C:11]3[S:13][C:14](C(O)=O)=[CH:15][C:10]=3[CH:9]=2)=[O:7])=[CH:4][CH:3]=1.C.O.Cl>N1C2C(=CC=CC=2)C=CC=1.[Cu]>[S:12]1[C:11]2[S:13][CH:14]=[CH:15][C:10]=2[CH:9]=[C:8]1[C:6]([C:5]1[CH:19]=[CH:20][C:2]([F:1])=[CH:3][CH:4]=1)=[O:7]. Procedure: 5-(4-Fluorobenzoyl)-thieno[2,3-b]thiophene-2-carboxylic acid (48.1 g) and copper powder (8.2 g) are suspended in quinoline (410 cc) and heated at the boiling point for 5 minutes. After cooling, decolourizing charcoal (0.5 g) is added to the reaction mixture which is then filtered. The solution obtained is added dropwise to a mixture of distilled water (620 cc) and a 12N aqueous solution of hydrogen chloride (289 cc), cooled in an ice bath, the rate of addition being regulated in such a way that ... Procedure: To a microwave vessel was added 3-bromo-6-(6-methyl-[1,2,4]triazolo[4,3-b]pyridazin-3-ylmethyl)-quinoline (80 mg, 0.23 mmol, 1 equiv), bis(pinacol)borane (69 mg, 0.27 mmol, 1.2 equiv), potassium acetate (66 mg, 0.67 mmol, 3.0 equiv) followed by dimethylacetamide (0.8 mL). The solution was degassed for 10 min and dichloro[1,1′-bis(diphenylphosphino)ferrocene]palladium(II) dichloromethane adduct (7 mg, 0.01 mmol, 0.048 equiv added. The microwave vessel was capped and reacted in a microwave reactor... Reagents/catalysts: C1=CC=C(C=C1)[PH+](C2=CC=CC=C2)[C]3[CH][CH][CH][CH]3.C1=CC=C(C=C1)[PH+](C2=CC=CC=C2)[C]3[CH][CH][CH][CH]3.C(Cl)Cl.Cl[Pd]Cl.[Fe] (dichloro[1,1′-bis(diphenylphosphino)ferrocene]palladium(II) dichloromethane adduct). The reactants are BrC=1C=NC2=CC=C(C=C2C1)CC1=NN=C2N1N=C(C=C2)C (3-bromo-6-(6-methyl-[1,2,4]triazolo[4,3-b]pyridazin-3-ylmethyl)-quinoline), bis(pinacol)borane, C(C)(=O)[O-].[K+] (potassium acetate), BrC=1C=NN(C1)CCO (2-(4-bromo-pyrazol-1-yl)-ethanol), C([O-])([O-])=O.[Na+].[Na+] (sodium carbonate), [O-]S(=O)(=O)[O-].[Na+].[Na+] (Na2SO4). The solvent is C(C)#N (acetonitrile), CC(=O)N(C)C (dimethylacetamide), CC(=O)N(C)C (dimethylacetamide). Yields the product CC=1C=CC=2N(N1)C(=NN2)CC=2C=C1C=C(C=NC1=CC2)C=2C=NN(C2)CCO (2-{4-[6-(6-Methyl-[1,2,4]triazolo[4,3-b]pyridazin-3-ylmethyl)-quinolin-3-yl]pyrazol-1-yl}-ethanol). RXN SMILES: Br[C:2]1[CH:3]=[N:4][C:5]2[C:10]([CH:11]=1)=[CH:9][C:8]([CH2:12][C:13]1[N:17]3[N:18]=[C:19]([CH3:22])[CH:20]=[CH:21][C:16]3=[N:15][N:14]=1)=[CH:7][CH:6]=2.C([O-])(=O)C.[K+].Br[C:29]1[CH:30]=[N:31][N:32]([CH2:34][CH2:35][OH:36])[CH:33]=1.C(=O)([O-])[O-].[Na+].[Na+].[O-]S([O-])(=O)=O.[Na+].[Na+]>CC(N(C)C)=O.C(#N)C.C1C=CC([PH+]([C]2[CH][CH][CH][CH]2)C2C=CC=CC=2)=CC=1.C1C=CC([PH+]([C]2[CH][CH][CH][CH]2)C2C=CC=CC=2)=CC=1.C(Cl)Cl.Cl[Pd]Cl.[Fe]>[CH3:22][C:19]1[CH:20]=[CH:21][C:16]2[N:17]([C:13]([CH2:12][C:8]3[CH:9]=[C:10]4[C:5](=[CH:6][CH:7]=3)[N:4]=[CH:3][C:2]([C:29]3[CH:30]=[N:31][N:32]([CH2:34][CH2:35][OH:36])[CH:33]=3)=[CH:11]4)=[N:14][N:15]=2)[N:18]=1 |f:1.2,4.5.6,7.8.9,12.13.14.15.16,^1:63,64,65,66,67,81,82,83,84,85|.